From a dataset of the Open Reaction Database (ORD), a public repository of structured organic reaction records. describe an organic reaction: reactants, conditions, products, and yield The reactants are COc1cc(C(=O)O)ccc1Cc1c(Cl)n(C)c2ccc(CCNC(=O)N(C)C)cc12, NS(=O)(=O)c1ccccc1Cl. Product: COc1cc(C(=O)NS(=O)(=O)c2ccccc2Cl)ccc1Cc1c(Cl)n(C)c2ccc(CCNC(=O)N(C)C)cc12. Reaction SMILES: [Cl:1][c:2]1[n:3]([CH3:31])[c:4]2[cH:5][cH:6][c:7]([CH2:23][CH2:24][NH:25][C:26](=[O:27])[N:28]([CH3:29])[CH3:30])[cH:8][c:9]2[c:10]1[CH2:11][c:12]1[c:13]([O:21][CH3:22])[cH:14][c:15]([C:16](=[O:17])[OH:18])[cH:19][cH:20]1.[Cl:32][c:33]1[c:34]([S:39](=[O:40])(=[O:41])[NH2:42])[cH:35][cH:36][cH:37][cH:38]1>>[Cl:1][c:2]1[n:3]([CH3:31])[c:4]2[cH:5][cH:6][c:7]([CH2:23][CH2:24][NH:25][C:26](=[O:27])[N:28]([CH3:29])[CH3:30])[cH:8][c:9]2[c:10]1[CH2:11][c:12]1[c:13]([O:21][CH3:22])[cH:14][c:15]([C:16](=[O:18])[NH:42][S:39]([c:34]2[c:33]([Cl:32])[cH:38][cH:37][cH:36][cH:35]2)(=[O:40])=[O:41])[cH:19][cH:20]1. The reactants are CCOC(=O)c1ccc(-c2c(F)c(OC)cc(OC)c2Cl)c2nccnc12, C[Al](C)C, ClCCl, CN(C)CCN(C)Cc1ccc(N)nc1, [Na+], O=C([O-])O. The product is COc1cc(OC)c(Cl)c(-c2ccc(C(=O)Nc3ccc(CN(C)CCN(C)C)cn3)c3nccnc23)c1F. RXN SMILES: [CH2:1]([O:3][C:4](=[O:2])[c:6]1[c:7]2[n:8][cH:9][cH:10][n:11][c:12]2[c:13](-[c:16]2[c:17]([Cl:27])[c:18]([O:25][CH3:26])[cH:19][c:20]([O:23][CH3:24])[c:21]2[F:22])[cH:14][cH:15]1)[CH3:5].[CH3:43][Al:44]([CH3:45])[CH3:46].[Cl:52][CH2:53][Cl:54].[NH2:28][c:29]1[cH:30][cH:31][c:32]([CH2:35][N:36]([CH2:37][CH2:38][N:39]([CH3:40])[CH3:41])[CH3:42])[cH:33][n:34]1.[Na+:51].[O-:47][C:48]([OH:49])=[O:50]>>[O:3]=[C:4]([c:6]1[c:7]2[n:8][cH:9][cH:10][n:11][c:12]2[c:13](-[c:16]2[c:17]([Cl:27])[c:18]([O:25][CH3:26])[cH:19][c:20]([O:23][CH3:24])[c:21]2[F:22])[cH:14][cH:15]1)[NH:28][c:29]1[cH:30][cH:31][c:32]([CH2:35][N:36]([CH2:37][CH2:38][N:39]([CH3:40])[CH3:41])[CH3:42])[cH:33][n:34]1. The reactants are O=C(O)CC1CCc2c(n(Cc3ccccc3)c3ccccc23)S1, CCOC(C)=O, [N-]=[N+]=C(c1ccccc1)c1ccccc1. The product is O=C(CC1CCc2c(n(Cc3ccccc3)c3ccccc23)S1)OC(c1ccccc1)c1ccccc1. Reaction SMILES: [CH2:16]([c:17]1[cH:18][cH:19][cH:20][cH:21][cH:22]1)[n:23]1[c:24]2[c:25]([c:26]3[cH:27][cH:28][cH:29][cH:30][c:31]13)[CH2:32][CH2:33][CH:34]([CH2:36][C:37](=[O:38])[OH:39])[S:35]2.[CH3:40][CH2:41][O:42][C:43](=[O:44])[CH3:45].[c:1]1([C:7](=[N+:8]=[N-:9])[c:10]2[cH:11][cH:12][cH:13][cH:14][cH:15]2)[cH:2][cH:3][cH:4][cH:5][cH:6]1>>[c:1]1([CH:7]([c:10]2[cH:11][cH:12][cH:13][cH:14][cH:15]2)[O:39][C:37]([CH2:36][CH:34]2[CH2:33][CH2:32][c:25]3[c:24]([n:23]([CH2:16][c:17]4[cH:18][cH:19][cH:20][cH:21][cH:22]4)[c:31]4[c:26]3[cH:27][cH:28][cH:29][cH:30]4)[S:35]2)=[O:38])[cH:2][cH:3][cH:4][cH:5][cH:6]1. The reactants are COC(=O)CCN1CCC(c2c(-c3ccccc3)nn3ccccc23)=CC1=O, CO, [Na+], [OH-]. Yields the product O=C(O)CCN1CCC(c2c(-c3ccccc3)nn3ccccc23)=CC1=O. Reaction SMILES: [CH3:1][O:2][C:3](=[O:4])[CH2:5][CH2:6][N:7]1[C:8](=[O:28])[CH:9]=[C:10]([c:13]2[c:14](-[c:22]3[cH:23][cH:24][cH:25][cH:26][cH:27]3)[n:15][n:16]3[c:17]2[cH:18][cH:19][cH:20][cH:21]3)[CH2:11][CH2:12]1.[CH3:31][OH:32].[Na+:30].[OH-:29]>>[O:2]=[C:3]([OH:4])[CH2:5][CH2:6][N:7]1[C:8](=[O:28])[CH:9]=[C:10]([c:13]2[c:14](-[c:22]3[cH:23][cH:24][cH:25][cH:26][cH:27]3)[n:15][n:16]3[c:17]2[cH:18][cH:19][cH:20][cH:21]3)[CH2:11][CH2:12]1. The reactants are C1(=CC=C(C=C1)NCC1=CC=NC(=C1C(=O)N(C(C)C)C(C)C)F)C1=CC=CC=C1 (4-(biphenyl-4-ylaminomethyl)-2-fluoro-N,N-diisopropyl-nicotinamide), CCN(C(C)C)C(C)C (DIEA), NCC1=NC=CC=C1 (aminomethyl pyridine). Run in CC(C)(C)O (t-BuOH). Reaction conditions: temperature 200 celsius, time 5 minute. Yields the product C1(=CC=C(C=C1)NCC1=CC=NC(=C1C(=O)N(C(C)C)C(C)C)NCC1=CC=NC=C1)C1=CC=CC=C1 (4-(biphenyl-4-ylaminomethyl)-N,N-diisopropyl-2-[(pyridin-4-ylmethyl)-amino]-nicotinamide). Reaction SMILES: [C:1]1([C:25]2[CH:30]=[CH:29][CH:28]=[CH:27][CH:26]=2)[CH:6]=[CH:5][C:4]([NH:7][CH2:8][C:9]2[C:14]([C:15]([N:17]([CH:21]([CH3:23])[CH3:22])[CH:18]([CH3:20])[CH3:19])=[O:16])=[C:13](F)[N:12]=[CH:11][CH:10]=2)=[CH:3][CH:2]=1.CC[N:33]([CH:37]([CH3:39])C)[CH:34]([CH3:36])C.[NH2:40][CH2:41][C:42]1C=CC=CN=1>CC(O)(C)C>[C:1]1([C:25]2[CH:30]=[CH:29][CH:28]=[CH:27][CH:26]=2)[CH:6]=[CH:5][C:4]([NH:7][CH2:8][C:9]2[C:14]([C:15]([N:17]([CH:21]([CH3:23])[CH3:22])[CH:18]([CH3:20])[CH3:19])=[O:16])=[C:13]([NH:40][CH2:41][C:42]3[CH:36]=[CH:34][N:33]=[CH:37][CH:39]=3)[N:12]=[CH:11][CH:10]=2)=[CH:3][CH:2]=1. Procedure details: To a microwave tube was added 4-(biphenyl-4-ylaminomethyl)-2-fluoro-N,N-diisopropyl-nicotinamide (240 mg, 0.59 mmol, Step B), t-BuOH (3 mL), DIEA (1 mL, and aminomethyl pyridine (0.2 mL). The contents of the microwave tube were stirred for 5 min and subjected to microwave heating at 200° C. for 1 h. The volatiles were removed under reduced pressure, and the residue was purified by flash column chromatography (15% MeOH in EtOAc). MS (ES+): 494.2 (M+H)+. Starting materials: ( c ), CN(C1=CC(=NC=C1)NCCCOC=1C=CC2=C(CC3=C([C@@H](C2)CC(=O)OCC)C=CC=C3)C1)C (ethyl (S)-10,11-dihydro-3-[3-[4-(dimethylamino)pyridin-2-ylamino]-1-propyloxy]-5H-dibenzo[a,d]cycloheptene-10-acetate), CC1=CC(=NC=C1)NCCCOC=1C=CC2=C(CC3=C([C@@H](C2)CC(=O)OCC)C=CC=C3)C1 (ethyl (S)-10,11-dihydro-3-[3-(4-methylpyridin-2-ylamino)-1-propyloxy]-5H-dibenzo[a,d]cycloheptene-10-acetate). Product: CN(C1=CC(=NC=C1)NCCCOC=1C=CC2=C(CC3=C([C@@H](C2)CC(=O)O)C=CC=C3)C1)C ((S)-10,11-Dihydro-3-[3-[4-(dimethylamino)pyridin-2-ylamino-]1-propyloxy]-5 H-dibenzo[a,d]cycloheptene-10-acetic Acid). RXN SMILES: [CH3:1][N:2]([CH3:35])[C:3]1[CH:8]=[CH:7][N:6]=[C:5]([NH:9][CH2:10][CH2:11][CH2:12][O:13][C:14]2[CH:15]=[CH:16][C:17]3[CH2:23][C@@H:22]([CH2:24][C:25]([O:27]CC)=[O:26])[C:21]4[CH:30]=[CH:31][CH:32]=[CH:33][C:20]=4[CH2:19][C:18]=3[CH:34]=2)[CH:4]=1.CC1C=CN=C(NCCCOC2C=CC3C[C@@H](CC(OCC)=O)C4C=CC=CC=4CC=3C=2)C=1>>[CH3:35][N:2]([CH3:1])[C:3]1[CH:8]=[CH:7][N:6]=[C:5]([NH:9][CH2:10][CH2:11][CH2:12][O:13][C:14]2[CH:15]=[CH:16][C:17]3[CH2:23][C@@H:22]([CH2:24][C:25]([OH:27])=[O:26])[C:21]4[CH:30]=[CH:31][CH:32]=[CH:33][C:20]=4[CH2:19][C:18]=3[CH:34]=2)[CH:4]=1. Procedure: According to the procedure of Example 13 (c), except substituting ethyl (S)-10,11-dihydro-3-[3-[4-(dimethylamino)pyridin-2-ylamino]-1-propyloxy]-5H-dibenzo[a,d]cycloheptene-10-acetate for the ethyl (S)-10,11-dihydro-3-[3-(4-methylpyridin-2-ylamino)-1-propyloxy]-5H-dibenzo[a,d]cycloheptene-10-acetate, the title compound was obtained as white powder: MS (ES) 446.2 (M+H)+. Anal. Calcd for C27H31N3O3.0.5 H2O. 1.0 HCl: C, 66.04; H, 6.77; N, 8.56. Found: C, 65.96; H, 6.60; N, 8.26.